describe an organic reaction: reactants, conditions, products, and yield From a dataset of the Open Reaction Database (ORD), a public repository of structured organic reaction records. Starting materials: Cl (HCl), C[C@@]1(NCCC1)C(=O)O ((S)-2-methyl-pyrrolidine-2-carboxylic acid). The solvent is C(CCC)O (butan-1-ol). Conditions: temperature 60 celsius. Product: C(CCC)OC(=O)[C@]1(NCCC1)C ((S)-2-methyl-pyrrolidine-2-carboxylic acid butyl ester). As a reaction SMILES: Cl.[CH3:2][C@@:3]1([C:8]([OH:10])=[O:9])[CH2:7][CH2:6][CH2:5][NH:4]1>C(O)CCC>[CH2:2]([O:9][C:8]([C@:3]1([CH3:2])[CH2:7][CH2:6][CH2:5][NH:4]1)=[O:10])[CH2:3][CH2:7][CH3:6]. Procedure: Concentrated HCl (2 ml) is added to a suspension of (S)-2-methyl-pyrrolidine-2-carboxylic acid (2 g) in butan-1-ol (50 ml) which is heated at 60° C. for 18 hours then at reflux for 4 days. The reaction mixture is evaporated, partitioned between saturated aqueous NaHCO3 and CH2Cl2, extracted 3×CH2Cl2, dried over Na2SO4 and evaporated. The isolated oil is then kugelrohr distilled at 10 mbar to give the title compound as a clear colorless oil from the fraction distilling at an oven temperature of 1...